From a dataset of the Open Reaction Database (ORD), a public repository of structured organic reaction records. describe an organic reaction: reactants, conditions, products, and yield The reactants are C(C)OC(C(C(=O)OCC)C1=CC=CC=C1)=O (diethylphenylmalonate), S(=O)(=O)(O)O.NC=1NC=CN1 (2-aminoimidazole sulfate), C1CCC2=NCCCN2CC1 (DBU). Solvent: CN(C)C=O (DMF). The product is C1(=CC=CC=C1)C=1C(=NC=2N(C1O)C=CN2)O (6-phenylimidazo[1,2-a]pyrimidine-5,7-diol). RXN SMILES: C(O[C:4](=[O:17])[CH:5]([C:11]1[CH:16]=[CH:15][CH:14]=[CH:13][CH:12]=1)[C:6]([O:8]CC)=O)C.S(O)(O)(=O)=O.[NH2:23][C:24]1[NH:25][CH:26]=[CH:27][N:28]=1.C1CCN2C(=NCCC2)CC1>CN(C=O)C>[C:11]1([C:5]2[C:4]([OH:17])=[N:23][C:24]3[N:25]([CH:26]=[CH:27][N:28]=3)[C:6]=2[OH:8])[CH:12]=[CH:13][CH:14]=[CH:15][CH:16]=1 |f:1.2|. Reported procedure: 18.3 g (0.0776 mol) diethylphenylmalonate and 20.5 g (0.0776 mol) 2-aminoimidazole sulfate are dissolved in 93 ml DMF and 35 ml DBU and the mixture heated to 100° C. for 15 h. The solvent is removed, the residue dissolved in water and re-precipitated by adjusting the pH to 1 with 2 mol/l HCl. The precipitate is collected by filtration to obtain the desired product. Reactants: C1(=CC=CC=C1)CCO (2-phenylethanol), [H-].[Na+] (sodium hydride), C(Br)C1CO1 (epibromohydrin). The solvent is CN(C=O)C (dimethylformamide). The product is C1(=CC=CC=C1)CCOCC1OC1 (2-phenylethoxymethyloxirane). As a reaction SMILES: [C:1]1([CH2:7][CH2:8][OH:9])[CH:6]=[CH:5][CH:4]=[CH:3][CH:2]=1.[H-].[Na+].[CH2:12]([CH:14]1[O:16][CH2:15]1)Br>CN(C)C=O>[C:1]1([CH2:7][CH2:8][O:9][CH2:12][CH:14]2[CH2:15][O:16]2)[CH:6]=[CH:5][CH:4]=[CH:3][CH:2]=1 |f:1.2|. Procedure: A procedure similar to that described in Preparation 46 was repeated, except that 4.28 g of 2-phenylethanol, 1.68 g of sodium hydride (as a 55% by weight dispersion in mineral oil), 4.1 ml of epibromohydrin and 100 ml of anhydrous dimethylformamide were used. The resulting crude product was purified by silica gel column chromatography, using a 8:1 by volume mixture of hexane and ethyl acetate as the eluent, to give 4.68 g of the title compound as a colorless oil having an Rf value of 0.77 (on si... Starting materials: CCNc1cc(Oc2ccc(N)cc2)ncn1, C1CCOC1, O=C=NC1CC1c1ccccc1. The product is CCNc1cc(Oc2ccc(NC(=O)NC3CC3c3ccccc3)cc2)ncn1. As a reaction SMILES: [CH2:1]([CH3:2])[NH:3][c:4]1[n:5][cH:6][n:7][c:8]([O:10][c:11]2[cH:12][cH:13][c:14]([NH2:15])[cH:16][cH:17]2)[cH:9]1.[CH2:30]1[O:31][CH2:32][CH2:33][CH2:34]1.[c:18]1([CH:24]2[CH:25]([N:27]=[C:28]=[O:29])[CH2:26]2)[cH:19][cH:20][cH:21][cH:22][cH:23]1>>[CH2:1]([CH3:2])[NH:3][c:4]1[n:5][cH:6][n:7][c:8]([O:10][c:11]2[cH:12][cH:13][c:14]([NH:15][C:28]([NH:27][CH:25]3[CH:24]([c:18]4[cH:19][cH:20][cH:21][cH:22][cH:23]4)[CH2:26]3)=[O:29])[cH:16][cH:17]2)[cH:9]1. Reactants: CC=1C=CC(=C(C(=O)O)C1)NC=C[N+](=O)[O-] (5-Methyl-2-(2-nitrovinylamino)benzoic acid), Compound, C(C)(=O)[O-].[K+] (potassium acetate), C(C)(=O)OC(C)=O (acetic anhydride). As a reaction SMILES: [CH3:1][C:2]1[CH:3]=[CH:4][C:5]([NH:11][CH:12]=[CH:13][N+:14]([O-:16])=[O:15])=[C:6]([CH:10]=1)[C:7](O)=[O:8].C([O-])(=O)C.[K+].C(OC(=O)C)(=O)C>>[CH3:1][C:2]1[CH:10]=[C:6]2[C:5](=[CH:4][CH:3]=1)[N:11]=[CH:12][C:13]([N+:14]([O-:16])=[O:15])=[C:7]2[OH:8] |f:1.2|. Yields the product CC=1C=C2C(=C(C=NC2=CC1)[N+](=O)[O-])O (6-Methyl-3-nitroquinolin-4-ol). Procedure details: 5-Methyl-2-(2-nitrovinylamino)benzoic acid (Compound of step 1, 1.5 g, 6.756 mmol) and potassium acetate (1.3 g, 13.51 mmol) were stirred in acetic anhydride (8 ml, 148 7 mmol) for 3 hours at 120° C. The precipitate was filtered and washed with acetic acid until the filtrate is colorless and then washed with water and dried in vacuo to obtain the title compound. Yield: 610 mg (64%); 1H NMR (DMSO-d6, 300 MHz): δ 9.126 (s, 1H), 8.035 (s, 1H), 7.606 (s, 2H), 2.432 (s, 3H); MS: m/z 203 (M−1). RXN SMILES: [C:1]1([N:7]2[C:16]3[N:15]=[CH:14][CH:13]=[CH:12][C:11]=3[C:10]3[O:17][CH2:18][CH2:19][C:9]=3[C:8]2=[S:20])[CH:6]=[CH:5][CH:4]=[CH:3][CH:2]=1.[I-].[Na+]>CC(N(C)C)=O>[C:1]1([N:7]2[C:16]3[C:11](=[CH:12][CH:13]=[CH:14][N:15]=3)[C:10](=[O:17])[C:9]3[CH2:19][CH2:18][S:20][C:8]2=3)[CH:6]=[CH:5][CH:4]=[CH:3][CH:2]=1 |f:1.2|. Procedure: A solution of 3,5-dihydro-5-phenyl-furo-[3,2-c]-[1,8]naphthyridin-4(2H)-thione (500 mg.) and sodium iodide (500 mg.) in dry dimethylacetamide (5 ml.) was stirred in an atmosphere of nitrogen and heated at 125° for 2 hr. After cooling, the solution was poured into ice-water, filtered, washed with water and dried to yield the desired product, m.p. 260°-261° C. Reactants: C1(=CC=CC=C1)N1C(C2=C(C=3C=CC=NC13)OCC2)=S (3,5-dihydro-5-phenyl-furo-[3,2-c]-[1,8]naphthyridin-4(2H)-thione), [I-].[Na+] (sodium iodide), ice water. Run in CC(=O)N(C)C (dimethylacetamide). The product is C1(=CC=CC=C1)N1C2=C(C(C3=CC=CN=C13)=O)CCS2 (3,9-Dihydro-9-phenyl-thieno[2,3-b][1,8]-naphthyridin-4(2H)-one). Starting materials: O=C([O-])[O-], COC(=O)c1cccc(I)c1C(=O)OC, Cc1ccccc1, ClCCl, [Cs+], [Cs+], Nc1ccc2ccccc2c1, O=C(C=Cc1ccccc1)C=Cc1ccccc1, O=C(C=Cc1ccccc1)C=Cc1ccccc1, O=C(C=Cc1ccccc1)C=Cc1ccccc1, [Pd], [Pd]. Product: COC(=O)c1cccc(Nc2ccc3ccccc3c2)c1C(=O)OC. RXN SMILES: [C:27](=[O:28])([O-:29])[O-:30].[CH3:1][O:2][C:3]([c:4]1[c:5]([C:6](=[O:7])[O:8][CH3:9])[c:10]([I:14])[cH:11][cH:12][cH:13]1)=[O:15].[CH3:33][c:34]1[cH:35][cH:36][cH:37][cH:38][cH:39]1.[Cl:40][CH2:41][Cl:42].[Cs+:31].[Cs+:32].[NH2:16][c:17]1[cH:18][c:19]2[cH:20][cH:21][cH:22][cH:23][c:24]2[cH:25][cH:26]1.[O:45]=[C:46]([CH:47]=[CH:48][c:49]1[cH:50][cH:51][cH:52][cH:53][cH:54]1)[CH:55]=[CH:56][c:57]1[cH:58][cH:59][cH:60][cH:61][cH:62]1.[O:63]=[C:64]([CH:65]=[CH:66][c:67]1[cH:68][cH:69][cH:70][cH:71][cH:72]1)[CH:73]=[CH:74][c:75]1[cH:76][cH:77][cH:78][cH:79][cH:80]1.[O:81]=[C:82]([CH:83]=[CH:84][c:85]1[cH:86][cH:87][cH:88][cH:89][cH:90]1)[CH:91]=[CH:92][c:93]1[cH:94][cH:95][cH:96][cH:97][cH:98]1.[Pd:43].[Pd:44]>>[CH3:1][O:2][C:3]([c:4]1[c:5]([C:6](=[O:7])[O:8][CH3:9])[c:10]([NH:16][c:17]2[cH:18][c:19]3[cH:20][cH:21][cH:22][cH:23][c:24]3[cH:25][cH:26]2)[cH:11][cH:12][cH:13]1)=[O:15]. The reactants are ice, C(=O)C=1C(=C2CC[C@@H](C2=CC1)CC(=O)OC)C (Methyl (R)-(5-formyl-4-methyl-indan-1-yl)acetate), NaH2PO4, OO (H2O2), [O-]Cl=O.[Na+] (NaClO2), OS(=O)[O-].[Na+] (NaHSO3). Run in C(C)#N (acetonitrile), O (H2O), O (H2O). Yields the product C(=O)(O)C=1C(=C2CC[C@@H](C2=CC1)CC(=O)OC)C (Methyl (R)-(5-carboxy-4-methyl-indan-1-yl)acetate). Isolated yield 91.5%. RXN SMILES: [CH:1]([C:3]1[C:4]([CH3:17])=[C:5]2[C:9](=[CH:10][CH:11]=1)[C@@H:8]([CH2:12][C:13]([O:15][CH3:16])=[O:14])[CH2:7][CH2:6]2)=[O:2].OO.[O-:20]Cl=O.[Na+].OS([O-])=O.[Na+]>C(#N)C.O>[C:1]([C:3]1[C:4]([CH3:17])=[C:5]2[C:9](=[CH:10][CH:11]=1)[C@@H:8]([CH2:12][C:13]([O:15][CH3:16])=[O:14])[CH2:7][CH2:6]2)([OH:20])=[O:2] |f:2.3,4.5|. Procedure details: To an ice-cold solution of methyl (R)-(5-formyl-4-methyl-indan-1-yl)acetate (872 mg, 3.76 mmol, from Step C), NaH2PO4 (150 mg) and 30% H2O2 (500 μL) in acetonitrile (10 mL) and H2O (2.5 mL), a solution of NaClO2 (615 mg) in H2O (4 mL) was added dropwise and the reaction mixture was allowed to warm to ambient temperature over 1 hr. After another hour, NaHSO3 (1.0 g) was added and the mixture was partitioned between EtOAc (30 mL) and 2.0 N HCl (15 mL). The layers were separated and the organic lay... The reactants are CSc1nc(O)c(C#N)c(-c2cccc([N+](=O)[O-])c2)n1, C1COCCO1, O=P(Cl)(Cl)Cl. The product is CSc1nc(Cl)c(C#N)c(-c2cccc([N+](=O)[O-])c2)n1. Reaction SMILES: [C:6](#[N:7])[c:8]1[c:9](-[c:17]2[cH:18][c:19]([N+:23](=[O:24])[O-:25])[cH:20][cH:21][cH:22]2)[n:10][c:11]([S:15][CH3:16])[n:12][c:13]1[OH:14].[CH2:26]1[O:27][CH2:28][CH2:29][O:30][CH2:31]1.[P:1]([Cl:2])([Cl:3])([Cl:4])=[O:5]>>[Cl:3][c:13]1[c:8]([C:6]#[N:7])[c:9](-[c:17]2[cH:18][c:19]([N+:23](=[O:24])[O-:25])[cH:20][cH:21][cH:22]2)[n:10][c:11]([S:15][CH3:16])[n:12]1. Reactants: ice water, C1OC=2C=C3C(=NC(NC3=CC2O1)=O)C1=CC2=C(C=C1)OCO2 (6,7-methylenedioxy-4-(3,4-methylenedioxyphenyl)-quinazolin-2-one), BrCC1CC1 ((bromomethyl)cyclopropane), [H-].[Na+] (NaH). Run in CN(C)C=O (DMF). Run at temperature 25 celsius, time 45 minute. Product: C1OC=2C=C3C(=NC(=NC3=CC2O1)OCC1CC1)C1=CC2=C(C=C1)OCO2 (6,7-methylenedioxy-4-(3,4-methylenedioxyphenyl)-2-(cyclopropylmethoxy)-quinazoline). The yield is 16.5%. As a reaction SMILES: [CH2:1]1[O:13][C:12]2[CH:11]=[C:10]3[C:5]([C:6]([C:15]4[CH:20]=[CH:19][C:18]5[O:21][CH2:22][O:23][C:17]=5[CH:16]=4)=[N:7][C:8](=[O:14])[NH:9]3)=[CH:4][C:3]=2[O:2]1.[H-].[Na+].Br[CH2:27][CH:28]1[CH2:30][CH2:29]1>CN(C=O)C>[CH2:1]1[O:13][C:12]2[CH:11]=[C:10]3[C:5]([C:6]([C:15]4[CH:20]=[CH:19][C:18]5[O:21][CH2:22][O:23][C:17]=5[CH:16]=4)=[N:7][C:8]([O:14][CH2:27][CH:28]4[CH2:30][CH2:29]4)=[N:9]3)=[CH:4][C:3]=2[O:2]1 |f:1.2|. Procedure: To a suspension of 6,7-methylenedioxy-4-(3,4-methylenedioxyphenyl)-quinazolin-2-one (310 mg, 1.00 mmol) in DMF (7 mL) was added NaH (97%, 32 mg, 1.33 mmol). The mixture was stirred at 25° C. for 45 min, then (bromomethyl)cyclopropane (0.2 mL, 2.0 mmol) was added. The resulting mixture was then heated at 100° C. for 6 h. cooled to rt, poured into ice-water (50 mL) and stirred for 30 min. The resulting precipitate was collected by filtration and the solid was dissolved in ethyl acetate. The soluti...